Dataset: the Open Reaction Database (ORD), a public repository of structured organic reaction records. Task: describe an organic reaction: reactants, conditions, products, and yield Reactants: COC1=CC=C(N)C=C1 (4-methoxy-aniline), IC (iodomethane). Solvent: C(C)#N (Acetonitrile), C(C)(C)N(CC)C(C)C (diisopropylethylamine). Reaction conditions: temperature 60 celsius, time 12 hour. The product is COC1=CC=C(NC)C=C1 (4-methoxy-N-methylaniline). Reaction SMILES: [CH3:1][O:2][C:3]1[CH:9]=[CH:8][C:6]([NH2:7])=[CH:5][CH:4]=1.I[CH3:11]>C(#N)C.C(N(C(C)C)CC)(C)C>[CH3:1][O:2][C:3]1[CH:9]=[CH:8][C:6]([NH:7][CH3:11])=[CH:5][CH:4]=1. Reported procedure: To a solution of 4-methoxy-aniline (0.65 g, 5.28 mmol) and iodomethane (0.33 mL, 5.28 mmol) in Acetonitrile (10.0 mL), diisopropylethylamine was added (1.50 mL, 10.56 mmol) dropwise. After the addition was complete, the reaction was stirred at 60° C. for 12 hours. The reaction mixture was concentrated and the crude product 6a was used directly for the next step. Starting materials: CCOC(C)=O, N#C[Cu], [Cu]I, Nc1ccc(I)cc1F, CN(C)C=O. Product: N#Cc1ccc(N)c(F)c1. RXN SMILES: [CH3:18][CH2:19][O:20][C:21]([CH3:22])=[O:23].[Cu:10][C:11]#[N:12].[Cu:24][I:25].[F:1][c:2]1[c:3]([NH2:4])[cH:5][cH:6][c:7]([I:9])[cH:8]1.[O:13]=[CH:14][N:15]([CH3:16])[CH3:17]>>[F:1][c:2]1[c:3]([NH2:4])[cH:5][cH:6][c:7]([C:11]#[N:12])[cH:8]1. Starting materials: [Al+3], CC(C)(C)OC(=O)NC1(C#N)CCCC1, C1CCOC1, [H-], [H-], [H-], [H-], [Li+], O. The product is CC(C)(C)OC(=O)NC1(CN)CCCC1. RXN SMILES: [Al+3:17].[C:1]([CH3:2])([CH3:3])([CH3:4])[O:5][C:6]([NH:7][C:8]1([C:13]#[N:14])[CH2:9][CH2:10][CH2:11][CH2:12]1)=[O:15].[CH2:23]1[O:24][CH2:25][CH2:26][CH2:27]1.[H-:16].[H-:19].[H-:20].[H-:21].[Li+:18].[OH2:22]>>[C:1]([CH3:2])([CH3:3])([CH3:4])[O:5][C:6]([NH:7][C:8]1([CH2:13][NH2:14])[CH2:9][CH2:10][CH2:11][CH2:12]1)=[O:15]. The reactants are CC(C)(C)OC(=O)NCCSc1cc(-c2ccc[nH]2)c2c3c(ccc(F)c13)NC2=O, CCOC(C)=O, ClCCl, O=C(O)C(F)(F)F, O. Product: NCCSc1cc(-c2ccc[nH]2)c2c3c(ccc(F)c13)NC2=O. RXN SMILES: [C:1]([O:2][C:3](=[O:4])[NH:7][CH2:8][CH2:9][S:10][c:11]1[cH:12][c:13](-[c:25]2[nH:26][cH:27][cH:28][cH:29]2)[c:14]2[c:22]3[c:17]([cH:18][cH:19][c:20]([F:23])[c:21]13)[NH:16][C:15]2=[O:24])([CH3:5])([CH3:6])[CH3:30].[CH3:32][CH2:33][O:34][C:35](=[O:36])[CH3:37].[Cl:45][CH2:46][Cl:47].[F:38][C:39]([F:40])([F:41])[C:42]([OH:43])=[O:44].[OH2:31]>>[NH2:7][CH2:8][CH2:9][S:10][c:11]1[cH:12][c:13](-[c:25]2[nH:26][cH:27][cH:28][cH:29]2)[c:14]2[c:22]3[c:17]([cH:18][cH:19][c:20]([F:23])[c:21]13)[NH:16][C:15]2=[O:24]. Starting materials: O=C([O-])[O-], ClCCl, CC(=O)Cl, [K+], [K+], Nc1ccc(CCN2CCC(N3CCc4ccccc43)CC2)cc1. Product: CC(=O)Nc1ccc(CCN2CCC(N3CCc4ccccc43)CC2)cc1. Reaction SMILES: [C:29](=[O:30])([O-:31])[O-:32].[CH2:35]([Cl:36])[Cl:37].[CH3:25][C:26]([Cl:27])=[O:28].[K+:33].[K+:34].[NH2:1][c:2]1[cH:3][cH:4][c:5]([CH2:6][CH2:7][N:8]2[CH2:9][CH2:10][CH:11]([N:14]3[CH2:15][CH2:16][c:17]4[cH:18][cH:19][cH:20][cH:21][c:22]43)[CH2:12][CH2:13]2)[cH:23][cH:24]1>>[NH:1]([c:2]1[cH:3][cH:4][c:5]([CH2:6][CH2:7][N:8]2[CH2:9][CH2:10][CH:11]([N:14]3[CH2:15][CH2:16][c:17]4[cH:18][cH:19][cH:20][cH:21][c:22]43)[CH2:12][CH2:13]2)[cH:23][cH:24]1)[C:26]([CH3:25])=[O:28]. The reactants are Cc1cc(CC(=O)O)on1, Cl, Cl, Cl, NC1CCC(CCN2CCN(c3nccc4c3CCO4)CC2)CC1. Yields the product Cc1cc(CC(=O)NC2CCC(CCN3CCN(c4nccc5c4CCO5)CC3)CC2)on1. As a reaction SMILES: [CH3:28][c:29]1[n:30][o:31][c:32]([CH2:34][C:35](=[O:36])[OH:37])[cH:33]1.[ClH:1].[ClH:2].[ClH:3].[O:4]1[CH2:5][CH2:6][c:7]2[c:8]([N:13]3[CH2:14][CH2:15][N:16]([CH2:19][CH2:20][CH:21]4[CH2:22][CH2:23][CH:24]([NH2:27])[CH2:25][CH2:26]4)[CH2:17][CH2:18]3)[n:9][cH:10][cH:11][c:12]21>>[O:4]1[CH2:5][CH2:6][c:7]2[c:8]([N:13]3[CH2:14][CH2:15][N:16]([CH2:19][CH2:20][CH:21]4[CH2:22][CH2:23][CH:24]([NH:27][C:35]([CH2:34][c:32]5[o:31][n:30][c:29]([CH3:28])[cH:33]5)=[O:36])[CH2:25][CH2:26]4)[CH2:17][CH2:18]3)[n:9][cH:10][cH:11][c:12]21. Starting materials: IC1=CC=C(C=C1)C12OC(C(CO1)(CO2)CCC)C(F)(F)F (1-(4-iodophenyl)-4-n-propyl-3-trifluoromethyl-2,6,7-trioxabicyclo[2,2,2]octane), C(C)(C)(C)C12COC(OC1)(OC2)C2=CC=C(C=C2)C#CCOC (4-t-butyl-1-[4-(3-methoxyprop-1-ynyl)phenyl]-2,6,7-trioxabicyclo[2,2,2]octane). Product: C(CC)C12C(OC(OC1)OC2)C(F)(F)F (4-n-propyl-3-trifluoromethyl-2,6,7-trioxabicyclo[2,2,2]octane). As a reaction SMILES: IC1C=CC([C:8]23[O:15][CH2:14][C:11]([CH2:16][CH2:17][CH3:18])([CH2:12][O:13]2)[CH:10]([C:19]([F:22])([F:21])[F:20])[O:9]3)=CC=1.C(C12COC(C3C=CC(C#CCOC)=CC=3)(OC1)OC2)(C)(C)C>>[CH2:16]([C:11]12[CH2:14][O:15][CH:8]([O:13][CH2:12]1)[O:9][CH:10]2[C:19]([F:20])([F:21])[F:22])[CH2:17][CH3:18]. Reported procedure: 1-[4-(3-Methoxyprop-1-ynl)phenyl[-4-n-propyl-3-trifluoromethyl-2,6,7-trioxabicyclo[2,2,2]octane was prepared from 1-(4-iodophenyl)-4-n-propyl-3-trifluoromethyl-2,6,7-trioxabicyclo[2,2,2]octane and methyl propargyl ether using the methodology described in Example 3.